From a dataset of the Open Reaction Database (ORD), a public repository of structured organic reaction records. describe an organic reaction: reactants, conditions, products, and yield Starting materials: S1CNCC1 (thiazolidine), C1C(CCC2=CC=CC=C12)C(=O)N1[C@H](C(=O)O)CCC1 (1-(1,2,3,4-tetrahydronaphthalen-2ylcarbonyl)-L-proline), N1CCCC1 (pyrrolidine), C1(CCC2=CC=CC=C12)CC(=O)C1[C@H](NCS1)C(=O)O (3-(2-indanylacetyl)-L-thioproline). Yields the product C1C(CCC2=CC=CC=C12)C(=O)N1[C@H](C(=O)N2CCCC2)CCC1 (1-[1-(1,2,3,4-tetrahydronaphthalene-2-ylcarbonyl)-L-prolyl]pyrrolidine). Yield: 52.0%. Reaction SMILES: [CH2:1]1[C:10]2[C:5](=[CH:6][CH:7]=[CH:8][CH:9]=2)[CH2:4][CH2:3][CH:2]1[C:11]([N:13]1[CH2:20][CH2:19][CH2:18][C@H:14]1[C:15](O)=[O:16])=[O:12].[NH:21]1[CH2:25][CH2:24][CH2:23][CH2:22]1.C1(CC(C2SCN[C@@H]2C(O)=O)=O)C2C(=CC=CC=2)CC1.S1CCNC1>>[CH2:1]1[C:10]2[C:5](=[CH:6][CH:7]=[CH:8][CH:9]=2)[CH2:4][CH2:3][CH:2]1[C:11]([N:13]1[CH2:20][CH2:19][CH2:18][C@H:14]1[C:15]([N:21]1[CH2:25][CH2:24][CH2:23][CH2:22]1)=[O:16])=[O:12]. Reported procedure: A colorless oil of 1-[1-(1,2,3,4-tetrahydronaphthalene-2-ylcarbonyl)-L-prolyl]pyrrolidine was prepared in the same manner as in Example 1, except that 1-(1,2,3,4-tetrahydronaphthalen-2ylcarbonyl)-L-proline and pyrrolidine were used instead of 3-(2-indanylacetyl)-L-thioproline and thiazolidine, respectively (yield: 52%).